From a dataset of the Open Reaction Database (ORD), a public repository of structured organic reaction records. describe an organic reaction: reactants, conditions, products, and yield Reactants: C1(CCCCC1)CN1C2=CC=CC(=C2C=2C(=CC=CC12)OCC(=O)OC)C(N)=O ([9-[(cyclohexyl)methyl]-5-carbamoylcarbazol-4-yl]oxyacetic acid, methyl ester), [Li+].[OH-] (LiOH), Cl (HCl). The solvent is C1CCOC1 (THF), CO (MeOH). Reaction conditions: time 2 hour. Yields the product C1(CCCCC1)CN1C2=CC=CC(=C2C=2C(=CC=CC12)OCC(=O)O)C(N)=O ([9-[(Cyclohexyl)methyl]-5-carbamoylcarbazol-4-yl]oxyacetic acid). Reaction SMILES: [CH:1]1([CH2:7][N:8]2[C:20]3[CH:19]=[CH:18][CH:17]=[C:16]([O:21][CH2:22][C:23]([O:25]C)=[O:24])[C:15]=3[C:14]3[C:9]2=[CH:10][CH:11]=[CH:12][C:13]=3[C:27](=[O:29])[NH2:28])[CH2:6][CH2:5][CH2:4][CH2:3][CH2:2]1.[Li+].[OH-].Cl>C1COCC1.CO>[CH:1]1([CH2:7][N:8]2[C:20]3[CH:19]=[CH:18][CH:17]=[C:16]([O:21][CH2:22][C:23]([OH:25])=[O:24])[C:15]=3[C:14]3[C:9]2=[CH:10][CH:11]=[CH:12][C:13]=3[C:27](=[O:29])[NH2:28])[CH2:2][CH2:3][CH2:4][CH2:5][CH2:6]1 |f:1.2|. Reported procedure: A slurry of [9-[(cyclohexyl)methyl]-5-carbamoylcarbazol-4-yl]oxyacetic acid, methyl ester (20 mg, 0.051 mmol) in 0.3 mL of THF and 0.1 mL of MeOH was treated with 0.1 mL of 1 N aq LiOH (0.1 mmol), and the mixture stirred at room temperature for 2 h. The reaction was acidified with 0.2 N HCl, and the organics were removed in vacuo. The white precipitate was filtered away from the aqueous layer and rinsed with Et2O to afford 16 mg (0.042 mmol; 83%) the title acid as a white powder. MS (ES) m/e 381...